This data is from the Open Reaction Database (ORD), a public repository of structured organic reaction records. The task is: describe an organic reaction: reactants, conditions, products, and yield Starting materials: CN=C=S, ClCCl, Cc1c(Cl)nnc(NN)c1C. The product is CNC(=S)NNc1nnc(Cl)c(C)c1C. Reaction SMILES: [CH3:12][N:13]=[C:14]=[S:15].[Cl:16][CH2:17][Cl:18].[Cl:1][c:2]1[c:3]([CH3:11])[c:4]([CH3:10])[c:5]([NH:8][NH2:9])[n:6][n:7]1>>[Cl:1][c:2]1[c:3]([CH3:11])[c:4]([CH3:10])[c:5]([NH:8][NH:9][C:14]([NH:13][CH3:12])=[S:15])[n:6][n:7]1. RXN SMILES: [CH:1]1N=C[N:3]([C:6]([N:8]2C=N[CH:10]=[CH:9]2)=[O:7])[CH:2]=1.C(N)[C:14]1[CH:19]=[CH:18]C=[CH:16][CH:15]=1.NC1[CH:30]=[CH:29][C:25]([C:26]([OH:28])=[O:27])=[CH:24][CH:23]=1>[OH-].[Na+]>[CH2:9]([NH:8][C:6](=[O:7])[NH:3][CH2:2][C:1]1[CH:23]=[CH:24][C:25]([C:26]([OH:28])=[O:27])=[CH:29][CH:30]=1)[C:10]1[CH:18]=[CH:19][CH:14]=[CH:15][CH:16]=1 |f:3.4|. Starting materials: C1=CN(C=N1)C(=O)N2C=CN=C2 (N,N-carbonyldiimidazole), compound III, C(C1=CC=CC=C1)N (benzyl amine), NC1=CC=C(C(=O)O)C=C1 (p-aminobenzoic acid). Reported procedure: N,N-carbonyldiimidazole (1.62 g, 10 mmol), benzyl amine (1.07 g, 10 mmol), p-aminobenzoic acid (1.52 g, 10 mmol), and 10 ml of 1 mol/L sodium hydroxide solution are used according to the method for the production of compound III in Method two to obtain 2.65 g of 4-[(3-benzylureido)methyl]benzoic acid (intermediate M-32) as a white solid, with a yield of 93.0%. The product is C(C1=CC=CC=C1)NC(NCC1=CC=C(C(=O)O)C=C1)=O (4-[(3-benzylureido)methyl]benzoic acid). Yield: 93.2%. Solvent: [OH-].[Na+] (sodium hydroxide).